From a dataset of the Open Reaction Database (ORD), a public repository of structured organic reaction records. describe an organic reaction: reactants, conditions, products, and yield The reactants are [OH-].[Na+] (NaOH), CC1=C(C(=CC(=C1)O[C@@H]1COCC1)C)C1=C2CC[C@H](C2=C(C=C1)F)OC1=CC2=C([C@@H](CO2)CC(=O)OC)C=C1 (methyl 2-((S)-6-((R)-4-(2,6-dimethyl-4-((S)-tetrahydrofuran-3-yloxy)phenyl)-7-fluoro-2,3-dihydro-1H-inden-1-yloxy)-2,3-dihydrobenzofuran-3-yl)acetate), Cl (hydrochloric acid). The solvent is C(C)OCC (diethylether), CO (methanol), C(C)#N.O (acetonitrile water). Run at temperature 40 celsius, time 12 hour. The product is CC1=C(C(=CC(=C1)O[C@@H]1COCC1)C)C1=C2CC[C@H](C2=C(C=C1)F)OC1=CC2=C([C@@H](CO2)CC(=O)O)C=C1 (2-((S)-6-((R)-4-(2,6-Dimethyl-4-((S)-tetrahydrofuran-3-yloxy)phenyl)-7-fluoro-2,3-dihydro-1H-inden-1-yloxy)-2,3-dihydrobenzofuran-3-yl)acetic acid). RXN SMILES: [OH-].[Na+].[CH3:3][C:4]1[CH:9]=[C:8]([O:10][C@H:11]2[CH2:15][CH2:14][O:13][CH2:12]2)[CH:7]=[C:6]([CH3:16])[C:5]=1[C:17]1[CH:25]=[CH:24][C:23]([F:26])=[C:22]2[C:18]=1[CH2:19][CH2:20][C@H:21]2[O:27][C:28]1[CH:41]=[CH:40][C:31]2[C@H:32]([CH2:35][C:36]([O:38]C)=[O:37])[CH2:33][O:34][C:30]=2[CH:29]=1.Cl>CO.C(OCC)C.C(#N)C.O>[CH3:16][C:6]1[CH:7]=[C:8]([O:10][C@H:11]2[CH2:15][CH2:14][O:13][CH2:12]2)[CH:9]=[C:4]([CH3:3])[C:5]=1[C:17]1[CH:25]=[CH:24][C:23]([F:26])=[C:22]2[C:18]=1[CH2:19][CH2:20][C@H:21]2[O:27][C:28]1[CH:41]=[CH:40][C:31]2[C@H:32]([CH2:35][C:36]([OH:38])=[O:37])[CH2:33][O:34][C:30]=2[CH:29]=1 |f:0.1,6.7|. Reported procedure: 1 M aqueous NaOH solution (585 μL) is added to a solution of methyl 2-((S)-6-((R)-4-(2,6-dimethyl-4-((S)-tetrahydrofuran-3-yloxy)phenyl)-7-fluoro-2,3-dihydro-1H-inden-1-yloxy)-2,3-dihydrobenzofuran-3-yl)acetate (125 mg) in methanol (3 mL). The mixture is stirred at 40° C. for 12 hours. After addition of 1 N hydrochloric acid (585 μL) the mixture is diluted with diethylether and washed with water and brine. The organic phase is dried (MgSO4). The solvent is evaporated and the residue is chromatog... The reactants are C(C1=CC=CC=C1)OC1(CC1)C1=C(C=C(C=C1)C#CC1=CC=C(C=C1)CC(=O)OC)CC (methyl {4-[4-(1-benzyloxycyclopropyl)-3-ethyl-phenylethynyl]-phenyl}-acetate), C(C1=CC=CC=C1)OC1(CC1)C1=C(C=C(C=C1)C#CC1=CC=C(C=C1)CC(=O)OC)CC (methyl {4-[4-(1-benzyloxycyclopropyl)-3-ethyl-phenylethynyl]-phenyl}-acetate), [OH-].[Na+] (NaOH), aqueous solution. Solvent: C(C)O (ethanol), O1CCCC1 (tetrahydrofuran). Run at time 8 hour. Yields the product C(C1=CC=CC=C1)C1(OC1)C1=C(C=C(C=C1)C#CC1=CC=C(C=C1)CC(=O)O)CC ({4-[4-(1-Benzyloxacyclopropyl)-3-ethyl-phenylethynyl]-phenyl}-acetic acid). Reaction SMILES: C(O[C:9]1([C:12]2[CH:17]=[CH:16][C:15]([C:18]#[C:19][C:20]3[CH:25]=[CH:24][C:23]([CH2:26][C:27]([O:29]C)=[O:28])=[CH:22][CH:21]=3)=[CH:14][C:13]=2[CH2:31][CH3:32])[CH2:11][CH2:10]1)C1C=CC=CC=1.[OH-:33].[Na+]>C(O)C.O1CCCC1>[CH2:10]([C:9]1([C:12]2[CH:17]=[CH:16][C:15]([C:18]#[C:19][C:20]3[CH:21]=[CH:22][C:23]([CH2:26][C:27]([OH:29])=[O:28])=[CH:24][CH:25]=3)=[CH:14][C:13]=2[CH2:31][CH3:32])[CH2:11][O:33]1)[C:12]1[CH:17]=[CH:16][CH:15]=[CH:14][CH:13]=1 |f:1.2|. Procedure: Using General Procedure I; a solution of methyl {4-[4-(1-benzyloxycyclopropyl)-3-ethyl-phenylethynyl]-phenyl}-acetate (Compound 92, 130.0 mg, 0.31 mmol) in ethanol (3 mL) and tetrahydrofuran (3 mL) was treated with NaOH (120.0 mg, 3.0 mmols, 3.0 mL of a 1N aqueous solution) and stirred overnight at room temperature. Work-up and purification by HPLC (Partisil 10-pac, 10% H2O/CH3CN) afforded the title compound. Yields the product FC(C1=CC=C(C(C)(C)O)C=C1)(F)F (4-trifluoromethyl-α,α-dimethylbenzyl alcohol). As a reaction SMILES: [Mg].BrCCBr.Br[C:7]1[CH:12]=[CH:11][C:10]([C:13]([F:16])([F:15])[F:14])=[CH:9][CH:8]=1.[CH3:17][C:18]([CH3:20])=[O:19]>C1COCC1>[F:14][C:13]([F:16])([F:15])[C:10]1[CH:11]=[CH:12][C:7]([C:18]([OH:19])([CH3:20])[CH3:17])=[CH:8][CH:9]=1. The reactants are [Mg] (magnesium), BrCCBr (1,2-dibromoethane), CC(=O)C (acetone), BrC1=CC=C(C=C1)C(F)(F)F (4-bromotrifluoromethylbenzene). Conditions: time 45 minute. The solvent is C1CCOC1 (THF), C1CCOC1 (THF). Reported procedure: To magnesium turnings (30.2 g, 1.24 mol) in THF (30 mL) is added 1,2-dibromoethane (0.7 mL) followed by dropwise addition, over 1 h, of 4-bromotrifluoromethylbenzene (200 g, 0.89 mol) dissolved in THF (700 mL). The reaction is heated occasionally to maintain a gentle reflux and is stirred 45 min after the addition is complete. The dark reaction mixture is then cooled in an ice bath and acetone (103 g, 1.78 mol) added dropwise. After stirring an additional 1.5 h the reaction is carefully quenched... The reactants are C1(=CC=C(C=C1)S(=O)(=O)Cl)C (p-toluenesulfonyl chloride), ice water, [H-].[Na+] (sodium hydride), CC1=C2C=3C(=CC=CC3NC2=C(C=C1)C)C(=O)OCC (ethyl 5,8-dimethylcarbazole-4-carboxylate). The solvent is CN(C=O)C (N,N-dimethyl-formamide), CN(C=O)C (N,N-dimethylformamide), CN(C=O)C (N,N-dimethylformamide). Conditions: time 30 minute. Yields the product CC1=C2C=3C(=CC=CC3N(C2=C(C=C1)C)S(=O)(=O)C1=CC=C(C=C1)C)C(=O)OCC (ethyl 5,8-dimethyl-9-p-toluenesulfonylcarbazole-4- carboxylate). Yield: 67.0%. Reaction SMILES: [H-].[Na+].[CH3:3][C:4]1[CH:16]=[CH:15][C:14]([CH3:17])=[C:13]2[C:5]=1[C:6]1[C:7]([C:18]([O:20][CH2:21][CH3:22])=[O:19])=[CH:8][CH:9]=[CH:10][C:11]=1[NH:12]2.[C:23]1([CH3:33])[CH:28]=[CH:27][C:26]([S:29](Cl)(=[O:31])=[O:30])=[CH:25][CH:24]=1>CN(C)C=O>[CH3:3][C:4]1[CH:16]=[CH:15][C:14]([CH3:17])=[C:13]2[C:5]=1[C:6]1[C:7]([C:18]([O:20][CH2:21][CH3:22])=[O:19])=[CH:8][CH:9]=[CH:10][C:11]=1[N:12]2[S:29]([C:26]1[CH:27]=[CH:28][C:23]([CH3:33])=[CH:24][CH:25]=1)(=[O:31])=[O:30] |f:0.1|. Procedure details: To a suspension of 1.47 g of 60% sodium hydride (in a oil) in 35 ml of dry N,N-dimethylformamide was added dropwise over a 30 minutes period a solution of 7.00 g of ethyl 5,8-dimethylcarbazole-4-carboxylate obtained above in 35 ml of dry N,N-dimethylformamide, and the mixture was stirred for a further 30 minutes. To the mixture was added dropwise a solution of 6.99 g of p-toluenesulfonyl chloride in 35 ml of dry N,N-dimethyl-formamide, and the mixture was stirred further overnight. The reaction ... Starting materials: NC(CCCCC(=O)OC)C1=C(C=CC=C1OC)OC (methyl 6-amino-6-(2,6-dimethoxyphenyl)hexanoate), O(C1=CC=CC=C1)C=1C=C(C=O)C=CC1 (3-phenoxybenzaldehyde). The product is COC1=C(C(=CC=C1)OC)C1CCCCC(N1CC1=CC(=CC=C1)OC1=CC=CC=C1)=O (7-(2,6-dimethoxyphenyl)-1-(3-phenoxybenzyl)azepan-2-one). Reaction SMILES: [NH2:1][CH:2]([C:11]1[C:16]([O:17][CH3:18])=[CH:15][CH:14]=[CH:13][C:12]=1[O:19][CH3:20])[CH2:3][CH2:4][CH2:5][CH2:6][C:7]([O:9]C)=O.[O:21]([C:28]1[CH:29]=[C:30]([CH:33]=[CH:34][CH:35]=1)[CH:31]=O)[C:22]1[CH:27]=[CH:26][CH:25]=[CH:24][CH:23]=1>>[CH3:20][O:19][C:12]1[CH:13]=[CH:14][CH:15]=[C:16]([O:17][CH3:18])[C:11]=1[CH:2]1[N:1]([CH2:31][C:30]2[CH:33]=[CH:34][CH:35]=[C:28]([O:21][C:22]3[CH:27]=[CH:26][CH:25]=[CH:24][CH:23]=3)[CH:29]=2)[C:7](=[O:9])[CH2:6][CH2:5][CH2:4][CH2:3]1. Procedure: Prepared according to the described general procedure 1 (GP1) by reaction of methyl 6-amino-6-(2,6-dimethoxyphenyl)hexanoate with commercially available 3-phenoxybenzaldehyde. Subsequent purification by preparative HPLC afforded the target compound. LC-MS (conditions A): tR=0.99 min.; [M+H]+: 432.27 g/mol.